Dataset: the Open Reaction Database (ORD), a public repository of structured organic reaction records. Task: describe an organic reaction: reactants, conditions, products, and yield Starting materials: N1C[C@@H](CCC1)NC(=O)C1=CNC2=C1N=CN=C2C2=C(C=CC=1OCOC12)OCC1CC1 (4-(5-cyclopropylmethoxy-benzo[1,3]dioxol-4-yl)-5H-pyrrolo[3,2-d]pyrimidine-7-carboxylic acid (R)-piperidin-3-ylamide), ClC(=O)[C@H](C)OC(C)=O (acetic acid (S)-1-chlorocarbonyl-ethyl ester). Product: O[C@H](C(=O)N1C[C@@H](CCC1)NC(=O)C1=CNC2=C1N=CN=C2C2=C(C=CC=1OCOC12)OCC1CC1)C (4-(5-Cyclopropylmethoxy-benzo[1,3]dioxol-4-yl)-5H-pyrrolo[3,2-d]pyrimidine-7-carboxylic acid [(R)-1-((S)-2-hydroxy-propanoyl)piperidin-3-yl]-amide). As a reaction SMILES: [NH:1]1[CH2:6][CH2:5][CH2:4][C@@H:3]([NH:7][C:8]([C:10]2[C:14]3[N:15]=[CH:16][N:17]=[C:18]([C:19]4[C:27]5[O:26][CH2:25][O:24][C:23]=5[CH:22]=[CH:21][C:20]=4[O:28][CH2:29][CH:30]4[CH2:32][CH2:31]4)[C:13]=3[NH:12][CH:11]=2)=[O:9])[CH2:2]1.Cl[C:34]([C@@H:36]([O:38]C(=O)C)[CH3:37])=[O:35]>>[OH:38][C@@H:36]([CH3:37])[C:34]([N:1]1[CH2:6][CH2:5][CH2:4][C@@H:3]([NH:7][C:8]([C:10]2[C:14]3[N:15]=[CH:16][N:17]=[C:18]([C:19]4[C:27]5[O:26][CH2:25][O:24][C:23]=5[CH:22]=[CH:21][C:20]=4[O:28][CH2:29][CH:30]4[CH2:31][CH2:32]4)[C:13]=3[NH:12][CH:11]=2)=[O:9])[CH2:2]1)=[O:35]. Procedure details: Starting from 4-(5-cyclopropylmethoxy-benzo[1,3]dioxol-4-yl)-5H-pyrrolo[3,2-d]pyrimidine-7-carboxylic acid (R)-piperidin-3-ylamide (example A149) and acetic acid (S)-1-chlorocarbonyl-ethyl ester the title compound is obtained as colorless solid.